This data is from the Open Reaction Database (ORD), a public repository of structured organic reaction records. The task is: describe an organic reaction: reactants, conditions, products, and yield Starting materials: CC(C)=O, OC(CCl)CCc1ccc(Cl)cc1, O. The product is O=C(CCl)CCc1ccc(Cl)cc1. RXN SMILES: [CH3:14][C:15](=[O:16])[CH3:17].[Cl:1][CH2:2][CH:3]([CH2:4][CH2:5][c:6]1[cH:7][cH:8][c:9]([Cl:12])[cH:10][cH:11]1)[OH:13].[OH2:18]>>[Cl:1][CH2:2][C:3]([CH2:4][CH2:5][c:6]1[cH:7][cH:8][c:9]([Cl:12])[cH:10][cH:11]1)=[O:13]. Reactants: COCC1=C(C(=O)OCCC#N)C(c2ccc(F)c(F)c2)NC(OC)=N1, CN(C)c1ccncc1, O=C(Cl)Oc1ccc([N+](=O)[O-])cc1, ClCCl. Yields the product COCC1=C(C(=O)OCCC#N)C(c2ccc(F)c(F)c2)N(C(=O)Oc2ccc([N+](=O)[O-])cc2)C(OC)=N1. Reaction SMILES: [C:1](#[N:2])[CH2:3][CH2:4][O:5][C:6](=[O:7])[C:8]1=[C:9]([CH2:24][O:25][CH3:26])[N:10]=[C:11]([O:22][CH3:23])[NH:12][CH:13]1[c:14]1[cH:15][c:16]([F:21])[c:17]([F:20])[cH:18][cH:19]1.[CH3:40][N:41]([c:42]1[cH:43][cH:44][n:45][cH:46][cH:47]1)[CH3:48].[Cl:27][C:28](=[O:29])[O:30][c:31]1[cH:32][cH:33][c:34]([N+:37](=[O:38])[O-:39])[cH:35][cH:36]1.[Cl:49][CH2:50][Cl:51]>>[C:1](#[N:2])[CH2:3][CH2:4][O:5][C:6](=[O:7])[C:8]1=[C:9]([CH2:24][O:25][CH3:26])[N:10]=[C:11]([O:22][CH3:23])[N:12]([C:28](=[O:29])[O:30][c:31]2[cH:32][cH:33][c:34]([N+:37](=[O:38])[O-:39])[cH:35][cH:36]2)[CH:13]1[c:14]1[cH:15][c:16]([F:21])[c:17]([F:20])[cH:18][cH:19]1. Reactants: C=O (formaldehyde), FC=1C=C(C=CC1F)O (3,4-difluorophenol), CNC (dimethylamine), O (water). Reaction conditions: temperature 0 celsius, time 2 hour. Product: FC1=CC(=C(CN(C)C)C=C1F)O (4,5-difluoro-2-hydroxy-N,N-dimethylbenzylamine). As a reaction SMILES: [F:1][C:2]1[CH:3]=[C:4]([OH:9])[CH:5]=[CH:6][C:7]=1[F:8].[CH2:10]=O.O.[CH3:13][NH:14][CH3:15]>>[F:1][C:2]1[C:7]([F:8])=[CH:6][C:5]([CH2:13][N:14]([CH3:10])[CH3:15])=[C:4]([OH:9])[CH:3]=1. Reported procedure: 400 g of 3,4-difluorophenol are initially charged in 408 ml of 40% aqueous dimethylamine solution and cooled to 0° C. At 0-5° C., 276 ml of 37% aqueous formaldehyde solution are added dropwise within 60 min. The mixture is kept at 5-10° C. for 2 hours and subsequently stirred at room temperature for 20 hours. The mixture is admixed with 600 ml of water. The organic phase is removed, the aqueous phase is extracted twice with dichloromethane, the combined organic phases are dried and the solvent i... Reactants: C(C1=CC=CC=C1)OC(=O)NC(NNC(SC)=NC(=O)OC(C)(C)C)=O (N-(Benzyloxycarbonyl)ureido-N'-t-butyloxycarbonyl-S-methylisothiourea), C(=O)(C(F)(F)F)O (TFA). Conditions: time 30 minute. The product is C(C1=CC=CC=C1)OC(=O)NC(NNC(SC)=N)=O (N-(Benzyloxycarbonyl)ureido-S-methylisothiourea). Yield: 141.7%. RXN SMILES: [CH2:1]([O:8][C:9]([NH:11][C:12](=[O:26])[NH:13][NH:14][C:15](=[N:18]C(OC(C)(C)C)=O)[S:16][CH3:17])=[O:10])[C:2]1[CH:7]=[CH:6][CH:5]=[CH:4][CH:3]=1.C(O)(C(F)(F)F)=O>>[CH2:1]([O:8][C:9]([NH:11][C:12](=[O:26])[NH:13][NH:14][C:15](=[NH:18])[S:16][CH3:17])=[O:10])[C:2]1[CH:3]=[CH:4][CH:5]=[CH:6][CH:7]=1. Procedure: Compound 35 (401 mg, 1.0 mmol) was treated with TFA (1.0 mL) and was stirred for 30 min at room temperature, evaporated to dryness and dried under reduced pressure for 2 h, triturated with anhydrous Et2O to give 400 mg of 13 as a solid. This crude product was carried on without further purification. 1H NMR (300 MHz, CD3OD): δ2.64 (3H, m); 5.21 (2H, m) 7.31 (5H, m) ppm. IR (NaCl, CH2Cl2): 3252, 2959, 1790, 1682, 1203, 1137, 1025, 778, 722 cm-1. The reactants are ClC1=C(C=CC=C1)C(O)C1=NC=C(N=C1Cl)Cl ((2-chlorophenyl)-(3,5-dichloropyrazin-2-yl)methanol). Reagents/catalysts: [O-2].[Mn+4].[O-2] (manganese (IV) oxide). Run in ClCCl (dichloromethane). Run at time 8 hour. Product: ClC1=C(C=CC=C1)C(=O)C1=NC=C(N=C1Cl)Cl ((2-chlorophenyl)-(3,5-dichloropyrazin-2-yl)methanone). The yield is 85.7%. RXN SMILES: [Cl:1][C:2]1[CH:7]=[CH:6][CH:5]=[CH:4][C:3]=1[CH:8]([C:10]1[C:15]([Cl:16])=[N:14][C:13]([Cl:17])=[CH:12][N:11]=1)[OH:9]>[O-2].[Mn+4].[O-2].ClCCl>[Cl:1][C:2]1[CH:7]=[CH:6][CH:5]=[CH:4][C:3]=1[C:8]([C:10]1[C:15]([Cl:16])=[N:14][C:13]([Cl:17])=[CH:12][N:11]=1)=[O:9] |f:1.2.3|. Reported procedure: To a dichloromethane solution of (2-chlorophenyl)-(3,5-dichloropyrazin-2-yl)methanol (7.1 g, 24.5 mmol) was added portion wise solid manganese (IV) oxide (25 g, 245 mmol) and the resulting mixture was stirred at room temperature overnight. The reaction mixture was filtered and the filtrate was concentrated to give (2-chlorophenyl)-(3,5-dichloropyrazin-2-yl)methanone (6.02 g, 21 mmol, 85% yield). Mass spec., M+1=288. The reactants are ClC=1C=C(C(=O)NC2CCN(CC2)C)C=CC1[N+](=O)[O-] (3-chloro-N-(1-methyl-4-piperidyl)-4-nitro-benzamide), ClC=1C=C(C(=O)NC2CCN(CC2)C)C=CC1[N+](=O)[O-] (3-chloro-N-(1-methyl-4-piperidyl)-4-nitro-benzamide). Reagents/catalysts: [Pd] (Palladium on Carbon). The solvent is CO (Methanol). Conditions: time 16 hour. The product is NC1=C(C=C(C(=O)NC2CCN(CC2)C)C=C1)Cl (4-amino-3-chloro-N-(1-methyl-4-piperidyl)benzamide). RXN SMILES: [Cl:1][C:2]1[CH:3]=[C:4]([CH:15]=[CH:16][C:17]=1[N+:18]([O-])=O)[C:5]([NH:7][CH:8]1[CH2:13][CH2:12][N:11]([CH3:14])[CH2:10][CH2:9]1)=[O:6]>[Pd].CO>[NH2:18][C:17]1[CH:16]=[CH:15][C:4]([C:5]([NH:7][CH:8]2[CH2:9][CH2:10][N:11]([CH3:14])[CH2:12][CH2:13]2)=[O:6])=[CH:3][C:2]=1[Cl:1]. Reported procedure: 3-chloro-N-(1-methyl-4-piperidyl)-4-nitro-benzamide (Intermediate 80; 270 mg, 1 mmol), 10% Palladium on Carbon (30 mg) and Methanol (50 mL) were combined and stirred at 25 )C under Hydrogen at 5 bar pressure for 16 hours. Starting materials: NC1=C2C(=NC=N1)N(N=C2C2=CC(=C(C=C2)NC(=O)[C@@H]2[C@H](C2)C2=CC=CC=C2)OC)[C@@H]2CC[C@H](CC2)N2CCN(CC2)C (trans-N1-(4-{4-amino-1-[4-(4-methylpiperazino)cyclohexyl]-1H-pyrazolo[3,4-d]pyrimidin-3-yl}-2-methoxyphenyl)-(1S,2S)-2-phenylcyclopropane-1-carboxamide), C(\C=C/C(=O)O)(=O)O (maleic acid). Run in C(C)(=O)OCC (ethyl acetate), C(C)(=O)OCC (ethyl acetate). Product: C(\C=C/C(=O)O)(=O)O.C(\C=C/C(=O)O)(=O)O.C(\C=C/C(=O)O)(=O)O.NC1=C2C(=NC=N1)N(N=C2C2=CC(=C(C=C2)NC(=O)[C@@H]2[C@H](C2)C2=CC=CC=C2)OC)[C@@H]2CC[C@H](CC2)N2CCN(CC2)C (trans-N1-(4-{4-amino-1-[4-(4-methylpiperazino)cyclohexyl]-1H-pyrazolo[3,4-d]pyrimidin-3-yl}-2-methoxyphenyl)-(1S,2S)-2-phenylcyclopropane-1-carboxamide tris-maleate). Isolated yield 86.8%. Reaction SMILES: [NH2:1][C:2]1[N:7]=[CH:6][N:5]=[C:4]2[N:8]([C@H:31]3[CH2:36][CH2:35][C@H:34]([N:37]4[CH2:42][CH2:41][N:40]([CH3:43])[CH2:39][CH2:38]4)[CH2:33][CH2:32]3)[N:9]=[C:10]([C:11]3[CH:16]=[CH:15][C:14]([NH:17][C:18]([C@H:20]4[CH2:22][C@@H:21]4[C:23]4[CH:28]=[CH:27][CH:26]=[CH:25][CH:24]=4)=[O:19])=[C:13]([O:29][CH3:30])[CH:12]=3)[C:3]=12.[C:44]([OH:51])(=[O:50])/[CH:45]=[CH:46]\[C:47]([OH:49])=[O:48]>C(OCC)(=O)C>[C:44]([OH:51])(=[O:50])/[CH:45]=[CH:46]\[C:47]([OH:49])=[O:48].[C:44]([OH:51])(=[O:50])/[CH:45]=[CH:46]\[C:47]([OH:49])=[O:48].[C:44]([OH:51])(=[O:50])/[CH:45]=[CH:46]\[C:47]([OH:49])=[O:48].[NH2:1][C:2]1[N:7]=[CH:6][N:5]=[C:4]2[N:8]([C@H:31]3[CH2:32][CH2:33][C@H:34]([N:37]4[CH2:38][CH2:39][N:40]([CH3:43])[CH2:41][CH2:42]4)[CH2:35][CH2:36]3)[N:9]=[C:10]([C:11]3[CH:16]=[CH:15][C:14]([NH:17][C:18]([C@H:20]4[CH2:22][C@@H:21]4[C:23]4[CH:24]=[CH:25][CH:26]=[CH:27][CH:28]=4)=[O:19])=[C:13]([O:29][CH3:30])[CH:12]=3)[C:3]=12 |f:3.4.5.6|. Procedure details: A solution of trans-3-(4-amino-3-methoxyphenyl)-1-[4-(4-methylpiperazino)cyclohexyl]-1H-pyrazolo[3,4-d]pyrimidin-4-amine (0.162 g, 0.371 mmol) in pyridine (2 mL) at 0° C. was treated with trans-2-phenyl-1-cyclopropylcarbonyl chloride (0.134 g, 0.742 mmol) under a nitrogen atmosphere. The reaction mixture was stirred for 20 min at 0° C., the ice bath was removed and the reaction mixture stirred at room temperature for 5 h. Additional trans-2-phenyl-1-cyclopropylcarbonyl chloride (0.034 g, 0.186 m...